Dataset: the Open Reaction Database (ORD), a public repository of structured organic reaction records. Task: describe an organic reaction: reactants, conditions, products, and yield Starting materials: Cl (hydrochloric acid), [N+](=O)([O-])C1=C(CCl)C(=CC(=C1)[N+](=O)[O-])[N+](=O)[O-] (2,4,6-trinitrobenzyl chloride), [N+](=O)([O-])C1=C(CCl)C(=CC(=C1)[N+](=O)[O-])[N+](=O)[O-] (2,4,6-trinitrobenzyl chloride), [OH-].[Na+] (sodium hydroxide). Run at time 1 minute. Product: [N+](=O)([O-])C1=C(C(=CC(=C1)[N+](=O)[O-])[N+](=O)[O-])C=CC1=C(C=C(C=C1[N+](=O)[O-])[N+](=O)[O-])[N+](=O)[O-] (HNS). Isolated yield 50.0%. Reaction SMILES: Cl.[N+:2]([C:5]1[CH:12]=[C:11]([N+:13]([O-:15])=[O:14])[CH:10]=[C:9]([N+:16]([O-:18])=[O:17])[C:6]=1[CH2:7]Cl)([O-:4])=[O:3].[OH-:19].[Na+]>>[N+:2]([C:5]1[CH:12]=[C:11]([N+:13]([O-:15])=[O:14])[CH:10]=[C:9]([N+:16]([O-:18])=[O:17])[C:6]=1[CH:7]=[CH:7][C:6]1[C:5]([N+:2]([O-:3])=[O:19])=[CH:12][C:11]([N+:13]([O-:15])=[O:14])=[CH:10][C:9]=1[N+:16]([O-:18])=[O:17])([O-:4])=[O:3] |f:2.3|. Reported procedure: Two methods of preparing 2,2',4,4',6,6'hexanitrostilbene (HNS) are disclosed in U.S. Pat. No. 3,505,413, entitled "Hexanitrostilbene," issued to Kathryn, G. Shipp on Apr. 7, 1970. In the first 2,4,6-trinitrotoluene was reacted with 5 percent sodium hypochlorite (Clorox) at 0° C. in a tetrahydrofuran (THF)-methanol solvent mixture to produce HNS in a single step (disclosed yield 42%). In the second method, the above conditions were used except that the reaction was stopped after one minute by dro...